Dataset: the Open Reaction Database (ORD), a public repository of structured organic reaction records. Task: describe an organic reaction: reactants, conditions, products, and yield Starting materials: COC=1C=CC(=CC1)C=O (anisaldehyde), C(=O)(O)C1=CC=C(C=C1)S(=O)(=O)N (4-carboxybenzenesulfonamide), CC=1C=CC(=CC1)S(=O)(=O)O (TsOH). The solvent is ClC1=CC=CC=C1 (chlorobenzene). Yields the product COC1=CC=C(C=NS(=O)(=O)C2=CC=C(C=C2)C(=O)O)C=C1 (N-(4-Methoxybenzylidene)-4-carboxybenzenesulfonamide). Reaction SMILES: [CH3:1][O:2][C:3]1[CH:4]=[CH:5][C:6]([CH:9]=O)=[CH:7][CH:8]=1.[C:11]([C:14]1[CH:19]=[CH:18][C:17]([S:20]([NH2:23])(=[O:22])=[O:21])=[CH:16][CH:15]=1)([OH:13])=[O:12].CC1C=CC(S(O)(=O)=O)=CC=1>ClC1C=CC=CC=1>[CH3:1][O:2][C:3]1[CH:8]=[CH:7][C:6]([CH:9]=[N:23][S:20]([C:17]2[CH:16]=[CH:15][C:14]([C:11]([OH:13])=[O:12])=[CH:19][CH:18]=2)(=[O:21])=[O:22])=[CH:5][CH:4]=1. Procedure details: In a similar manner to Example 2, 1.28 g (9 mmol) of anisaldehyde, 1.89 g (9 mmol) of 4-carboxybenzenesulfonamide and 20 mg of TsOH in 150 mL of chlorobenzene and under nitrogen were heated for 4.5 hours to yield 2.86 g (96%) of SULF-8 as a white powder: IR (Nujol) 3300-2700 (br), 1693, 1601, 1584, 1155 cm-1 ; 1H NMR (DMSO-d6, TMS ext std)δ 8.91 (s, 1), 8.4-7.7 (m, 8), 3.92 (s, 3). Reactants: O.O.[Sn](Cl)Cl (tin (II) chloride dihydrate), CC1=C(C=C(OCC#N)C=C1)[N+](=O)[O-] ((4-Methyl-3-nitrophenoxy)-acetonitrile), C([O-])(O)=O.[Na+] (sodium bicarbonate). Run in C(C)(=O)OCC (ethyl acetate). Run at temperature 70 celsius, time 2 hour. Product: NC=1C=C(OCC#N)C=CC1C ((3-amino-4-methylphenoxy)-acetonitrile). The yield is 53.3%. RXN SMILES: [CH3:1][C:2]1[CH:11]=[CH:10][C:5]([O:6][CH2:7][C:8]#[N:9])=[CH:4][C:3]=1[N+:12]([O-])=O.O.O.[Sn](Cl)Cl.C(=O)(O)[O-].[Na+]>C(OCC)(=O)C>[NH2:12][C:3]1[CH:4]=[C:5]([CH:10]=[CH:11][C:2]=1[CH3:1])[O:6][CH2:7][C:8]#[N:9] |f:1.2.3,4.5|. Reported procedure: (4-Methyl-3-nitrophenoxy)-acetonitrile (6.0 g) was dissolved in 120 ml of ethyl acetate and treated with 21.8 g of tin (II) chloride dihydrate; and the mixture was stirred at 70° C. for 2 hours. The mixture was cooled, poured into a saturated solution of sodium bicarbonate, extracted with ethyl acetate, dried, and evaporated. The residue was purified by silica gel chromatography eluting with ethyl acetate:hexane (7:3) to give 2.7 g of (3-amino-4-methylphenoxy)-acetonitrile. ##STR65## Starting materials: C(C(C)(C)C)(=O)Cl (pivaloylchloride), C(C(C)(C)C)(=O)OC=1C=C(C=CC1OC(C(C)(C)C)=O)C(CC)=O (3',4'-Bis(pivaloyloxy)propiophenone), C(C(C)(C)C)(=O)OC=1C=C(C=CC1OC(C(C)(C)C)=O)C(C)=O (3',4'-bis(pivaloyloxy)acetophenone), BrBr (bromine), OC=1C=C(C=CC1O)C(CC)=O (3',4'-dihydroxypropiophenone). Run in C(C)N(CC)CC (triethylamine). The product is BrCC(=O)C1=CC(=C(C=C1)OC(C(C)(C)C)=O)OC(C(C)(C)C)=O (2-bromo-3',4'-bis(pivaloyloxy)acetophenone). RXN SMILES: [C:1]([O:7][C:8]1[CH:9]=[C:10]([C:21](=[O:24])[CH2:22]C)[CH:11]=[CH:12][C:13]=1[O:14][C:15](=[O:20])[C:16]([CH3:19])([CH3:18])[CH3:17])(=[O:6])[C:2]([CH3:5])([CH3:4])[CH3:3].C(OC1C=C(C(=O)C)C=CC=1OC(=O)C(C)(C)C)(=O)C(C)(C)C.OC1C=C(C(=O)CC)C=CC=1O.C(Cl)(=O)C(C)(C)C.[Br:67]Br>C(N(CC)CC)C>[Br:67][CH2:22][C:21]([C:10]1[CH:11]=[CH:12][C:13]([O:14][C:15](=[O:20])[C:16]([CH3:19])([CH3:18])[CH3:17])=[C:8]([O:7][C:1](=[O:6])[C:2]([CH3:5])([CH3:4])[CH3:3])[CH:9]=1)=[O:24]. Reported procedure: 3',4'-Bis(pivaloyloxy)propiophenone was first prepared as a mobile liquid (63.6 g.), in a similar manner to 3',4'-bis(pivaloyloxy)acetophenone in Example 1, starting from 3',4'-dihydroxypropiophenone (40 g.), pivaloylchloride (63.3 ml.) and triethylamine (73.2 ml.). This mobile liquid (40.1 g.) was then reacted with bromine (7.2 ml.) in a similar manner to that used in Example 1 to obtained 2-bromo-3',4'-bis(pivaloyloxy)acetophenone. The crude bromo compound thus obtained was purified by dry col... The reactants are C(C)SCC(=O)O (ethylmercaptoacetic acid), CNC1=CC=C(C(=O)N2CCN(CC2)CCC2=CC=C(C=C2)Cl)C=C1 (1-[4-(N-methylamino)benzoyl]-4-[2-(4-chlorophenyl)ethyl]piperazine), C1=CN(C=N1)C(=O)N2C=CN=C2 (N,N-carbonyldiimidazole). Run in CN(C=O)C (N,N-dimethylformamide). Conditions: time 15 minute. The product is Cl (hydrochloric acid), Cl.CN(C(CSCC)=O)C1=CC=C(C(=O)N2CCN(CC2)CCC2=CC=C(C=C2)Cl)C=C1 (1-{4-[N-methyl-N-ethylmercaptoacetylamino]benzoyl}-4-[2-(4-chlorophenyl)ethyl]piperazine hydrochloride). As a reaction SMILES: [CH2:1]([S:3][CH2:4][C:5]([OH:7])=O)[CH3:2].C1N=CN(C(N2C=NC=C2)=O)C=1.[CH3:20][NH:21][C:22]1[CH:44]=[CH:43][C:25]([C:26]([N:28]2[CH2:33][CH2:32][N:31]([CH2:34][CH2:35][C:36]3[CH:41]=[CH:40][C:39]([Cl:42])=[CH:38][CH:37]=3)[CH2:30][CH2:29]2)=[O:27])=[CH:24][CH:23]=1>CN(C)C=O>[ClH:42].[ClH:42].[CH3:20][N:21]([C:22]1[CH:23]=[CH:24][C:25]([C:26]([N:28]2[CH2:29][CH2:30][N:31]([CH2:34][CH2:35][C:36]3[CH:37]=[CH:38][C:39]([Cl:42])=[CH:40][CH:41]=3)[CH2:32][CH2:33]2)=[O:27])=[CH:43][CH:44]=1)[C:5](=[O:7])[CH2:4][S:3][CH2:1][CH3:2] |f:5.6|. Procedure details: 1.3 g of ethylmercaptoacetic acid are dissolved in 25 ml of N,N-dimethylformamide, and 2.3 g of N,N-carbonyldiimidazole are added. After 15 minutes at RT, the mixture is heated for 5 minutes at 90° ET. Then 3.5 g of 1-[4-(N-methylamino)benzoyl]-4-[2-(4-chlorophenyl)ethyl]piperazine (see European Patent Application No. 489 690, Example 9) are added thereto, and the reaction mixture is kept at 110° ET for 14 hours. The mixture is concentrated by evaporation and the oil is chromatographed over sili... Starting materials: [Br-], C1CCOC1, CCCCOCCCC, C[Mg+], CCOCC, [Cl-], O=Cc1c(F)ccc(F)c1Cl, [NH4+]. The product is CC(O)c1c(F)ccc(F)c1Cl. Reaction SMILES: [Br-:17].[CH2:12]1[O:13][CH2:14][CH2:15][CH2:16]1.[CH2:22]([O:23][CH2:24][CH2:25][CH2:26][CH3:27])[CH2:28][CH2:29][CH3:30].[CH3:18][Mg+:19].[CH3:31][CH2:32][O:33][CH2:34][CH3:35].[Cl-:20].[Cl:1][c:2]1[c:3]([CH:4]=[O:5])[c:6]([F:11])[cH:7][cH:8][c:9]1[F:10].[NH4+:21]>>[Cl:1][c:2]1[c:3]([CH:4]([OH:5])[CH3:12])[c:6]([F:11])[cH:7][cH:8][c:9]1[F:10].